This data is from the Open Reaction Database (ORD), a public repository of structured organic reaction records. The task is: describe an organic reaction: reactants, conditions, products, and yield Yields the product Cc1cc2cc(Nc3ccnc4cc(-c5cccc(C(=O)N6CCN(C)CC6)n5)sc34)ccc2[nH]1. Reactants: Cc1cc2cc(N)ccc2[nH]1, CN1CCN(C(=O)c2cccc(-c3cc4nccc(Cl)c4s3)n2)CC1. RXN SMILES: [CH3:26][c:27]1[nH:28][c:29]2[cH:30][cH:31][c:32]([NH2:36])[cH:33][c:34]2[cH:35]1.[Cl:1][c:2]1[c:3]2[c:4]([n:5][cH:6][cH:7]1)[cH:8][c:9](-[c:11]1[cH:12][cH:13][cH:14][c:15]([C:17](=[O:18])[N:19]3[CH2:20][CH2:21][N:22]([CH3:25])[CH2:23][CH2:24]3)[n:16]1)[s:10]2>>[c:2]1([NH:36][c:32]2[cH:31][cH:30][c:29]3[nH:28][c:27]([CH3:26])[cH:35][c:34]3[cH:33]2)[c:3]2[c:4]([n:5][cH:6][cH:7]1)[cH:8][c:9](-[c:11]1[cH:12][cH:13][cH:14][c:15]([C:17](=[O:18])[N:19]3[CH2:20][CH2:21][N:22]([CH3:25])[CH2:23][CH2:24]3)[n:16]1)[s:10]2. Starting materials: Cl (hydrochloric acid), C(#N)C=1C=CC=2C(C3=CC(=CC=C3SC2C1)CC)=O (3-Cyano-7-ethylthioxanthone), [N-]=[N+]=[N-].[Na+] (sodium azide), [Cl-].[NH4+] (ammonium chloride). The solvent is CN(C=O)C (dimethylformamide). The product is C(C)C1=CC=C2SC=3C=C(C=CC3C(C2=C1)=O)C1=NN=NN1 (7-ethyl-3-(5-tetrazolyl) thioxanthone). Reaction SMILES: [C:1]([C:3]1[CH:4]=[CH:5][C:6]2[C:7](=[O:19])[C:8]3[C:13]([S:14][C:15]=2[CH:16]=1)=[CH:12][CH:11]=[C:10]([CH2:17][CH3:18])[CH:9]=3)#[N:2].[N-:20]=[N+:21]=[N-:22].[Na+].[Cl-].[NH4+].Cl>CN(C)C=O>[CH2:17]([C:10]1[CH:9]=[C:8]2[C:13]([S:14][C:15]3[CH:16]=[C:3]([C:1]4[NH:22][N:21]=[N:20][N:2]=4)[CH:4]=[CH:5][C:6]=3[C:7]2=[O:19])=[CH:12][CH:11]=1)[CH3:18] |f:1.2,3.4|. Procedure details: 3-Cyano-7-ethylthioxanthone (5.3g), sodium azide (1.55g), and ammonium chloride (1.26g) in dimethylformamide were heated at 120° C. for 3 hr., cooled, and poured into dilute hydrochloric acid. The solid precipitate was filtered off and recrystallised twice from acetic acid to yield 7-ethyl-3-(5-tetrazolyl) thioxanthone m.p. 247° C. with decomposition. Found: C 61.92%; H 4.05%; N 18.18%. C16H12N4OS requires C 62.32%; H 3.92%; N 18.17%. Isolated yield 23.3%. As a reaction SMILES: Br[C:2]1[CH:3]=[N:4][C:5]2[C:10]([C:11]=1[NH:12][CH2:13][CH2:14][OH:15])=[CH:9][CH:8]=[CH:7][CH:6]=2.CC(C)([O-])C.[K+]>CN(C)C=O.O>[NH:12]1[C:11]2[C:10]3[CH:9]=[CH:8][CH:7]=[CH:6][C:5]=3[N:4]=[CH:3][C:2]=2[O:15][CH2:14][CH2:13]1 |f:1.2|. Starting materials: BrC=1C=NC2=CC=CC=C2C1NCCO (3-bromo-N-(2-hydroxyethyl)-4-quinolinamine), CC(C)([O-])C.[K+] (potassium-tert-butoxide). The solvent is CN(C=O)C (dimethylformamide), O (water). The product is N1CCOC=2C=NC=3C=CC=CC3C21 (1,2-Dihydro-3H-1,4-oxazino[2,3-c]quinoline). Reported procedure: A mixture of 8.0 g of 3-bromo-N-(2-hydroxyethyl)-4-quinolinamine and 4 g of potassium-tert-butoxide in 220 ml of dimethylformamide was heated at reflux for 3 hours. The reaction mixture was cooled to room temperature and diluted with 200 ml of water and the product was extracted with 4 portions of 50 ml of dichloromethane (DCM). The DCM solution was dried over sodium sulfate and concentrated. The oily residue was dissolved in 150 ml of ethanol. To this solution 5 ml of concentrated HCl was added... Starting materials: 50W, resin, sulfonated polystyrene, [OH-].[K+] (potassium hydroxide), 5S,6R dimethylester, COC([C@@H](N)CS[C@@H]([C@H](CCCC(=O)OC)O)\C=C\C=C\C=C/C\C=C/CCCCC)=O ((5S,6R)(E,E,Z,Z)-S-(5-hydroxy-1-methoxy-1-oxoeicosa-7,9,11,14-tetraen-6-yl)-L-cysteine methyl ester), material. Solvent: O (Water), O (water), CO (methanol). Conditions: time 90 minute. Product: [NH4+].O[C@@H](CCCC(=O)O)[C@@H](\C=C\C=C\C=C/C\C=C/CCCCC)SC[C@H](N)C(=O)[O-] ((5S,6R) (E,E,Z,Z)-S-(5-hydroxy-1-hydroxy-1-oxoeicosa-7,9,11,14-tetraen-6-yl)-L-cysteine mono ammonium salt). Isolated yield 88.8%. Reaction SMILES: C[O:2][C:3](=[O:32])[C@H:4]([CH2:6][S:7][C@H:8](/[CH:18]=[CH:19]/[CH:20]=[CH:21]/[CH:22]=[CH:23]\[CH2:24]/[CH:25]=[CH:26]\[CH2:27][CH2:28][CH2:29][CH2:30][CH3:31])[C@@H:9]([OH:17])[CH2:10][CH2:11][CH2:12][C:13]([O:15]C)=[O:14])[NH2:5].[OH-].[K+]>CO.O>[NH4+:5].[OH:17][C@H:9]([C@H:8]([S:7][CH2:6][C@@H:4]([C:3]([O-:32])=[O:2])[NH2:5])/[CH:18]=[CH:19]/[CH:20]=[CH:21]/[CH:22]=[CH:23]\[CH2:24]/[CH:25]=[CH:26]\[CH2:27][CH2:28][CH2:29][CH2:30][CH3:31])[CH2:10][CH2:11][CH2:12][C:13]([OH:15])=[O:14] |f:1.2,5.6|. Procedure: The 5S,6R dimethylester, i.e. (5S,6R)(E,E,Z,Z)-S-(5-hydroxy-1-methoxy-1-oxoeicosa-7,9,11,14-tetraen-6-yl)-L-cysteine methyl ester (0.3 g) was dissolved in methanol (15 mL) and treated with potassium hydroxide (150 mg) in water (1.5 mL) and left at room temperature for 90 min. Water (20 mL) was then added and the bulk of the solvents were removed in vacuo. The aqueous solution resulting from the above treatment was mixed with Dowex 50W ×4 resin (25 mL) [sulfonated polystyrene ion exchange resin i...